From a dataset of the Open Reaction Database (ORD), a public repository of structured organic reaction records. describe an organic reaction: reactants, conditions, products, and yield Solvent: ClCCCl (DCE). The product is ClC=1C=C2C(=C(NC2=CC1)C)C(CC(C(=O)O)(C)C)=O (4-(5-Chloro-2-methyl-1H-indol-3-yl)-2,2-dimethyl-4-oxo-butyric acid). Procedure details: 3,3-Dimethyl-dihydro-furan-2,5-dione (7.8 mmol, 1.0 g), 5-chloro-2-methylindole (13.8 mmol, 2.28 g), and AlCl3 (9.0 mmol, 1.2 g) were stirred in 100 mL DCE overnight at 65° C. The reaction was cooled and quenched with 10 mL water. The resultant precipitate was filtered and washed with a small amount of DCE giving 1.06 g of the sub-titled compound. Reactants: CC1(C(OC(C1)=O)=O)C (3,3-Dimethyl-dihydro-furan-2,5-dione), ClC=1C=C2C=C(NC2=CC1)C (5-chloro-2-methylindole), [Al+3].[Cl-].[Cl-].[Cl-] (AlCl3). Reaction SMILES: [CH3:1][C:2]1([CH3:9])[CH2:6][C:5](=[O:7])[O:4][C:3]1=[O:8].[Cl:10][C:11]1[CH:12]=[C:13]2[C:17](=[CH:18][CH:19]=1)[NH:16][C:15]([CH3:20])=[CH:14]2.[Al+3].[Cl-].[Cl-].[Cl-]>ClCCCl>[Cl:10][C:11]1[CH:12]=[C:13]2[C:17](=[CH:18][CH:19]=1)[NH:16][C:15]([CH3:20])=[C:14]2[C:5](=[O:7])[CH2:6][C:2]([CH3:9])([CH3:1])[C:3]([OH:4])=[O:8] |f:2.3.4.5|. Starting materials: CN(C)C=O, CN(C)Cc1c[nH]c2ncccc12, CC(C)[Si](Cl)(C(C)C)C(C)C, [H-], [Na+], O. Product: CC(C)[Si](C(C)C)(C(C)C)n1cc(CN(C)C)c2cccnc21. As a reaction SMILES: [CH3:14][N:15]([CH3:16])[CH:17]=[O:18].[CH3:1][N:2]([CH2:3][c:4]1[cH:5][nH:6][c:7]2[n:8][cH:9][cH:10][cH:11][c:12]12)[CH3:13].[CH:21]([CH3:22])([CH3:23])[Si:24]([CH:25]([CH3:26])[CH3:27])([CH:28]([CH3:29])[CH3:30])[Cl:31].[H-:19].[Na+:20].[OH2:32]>>[CH3:1][N:2]([CH2:3][c:4]1[cH:5][n:6]([Si:24]([CH:21]([CH3:22])[CH3:23])([CH:25]([CH3:26])[CH3:27])[CH:28]([CH3:29])[CH3:30])[c:7]2[n:8][cH:9][cH:10][cH:11][c:12]12)[CH3:13]. Reactants: C(C)[C@H]1OC2=C(N(C1=O)C(C)C)C=CC(=C2)C(=O)OC ((R)-2-ethyl-7-methoxycarbonyl-4-(2-propyl)-3-oxo-3,4-dihydro-2H-1,4-benzoxazine). The solvent is Cl (hydrochloric acid). Product: C(C)[C@H]1OC2=C(N(C1=O)C(C)C)C=CC(=C2)C(=O)O ((R)-2-ethyl-4-(2-propyl)-3-oxo-3,4-dihydro-2H-1,4-benzoxazine-7-carboxylic acid). The yield is 99.1%. As a reaction SMILES: [CH2:1]([C@@H:3]1[C:8](=[O:9])[N:7]([CH:10]([CH3:12])[CH3:11])[C:6]2[CH:13]=[CH:14][C:15]([C:17]([O:19]C)=[O:18])=[CH:16][C:5]=2[O:4]1)[CH3:2]>Cl>[CH2:1]([C@@H:3]1[C:8](=[O:9])[N:7]([CH:10]([CH3:12])[CH3:11])[C:6]2[CH:13]=[CH:14][C:15]([C:17]([OH:19])=[O:18])=[CH:16][C:5]=2[O:4]1)[CH3:2]. Procedure: A mixture of (R)-2-ethyl-7-methoxycarbonyl-4-(2-propyl)-3-oxo-3,4-dihydro-2H-1,4-benzoxazine (1.70 g) in concentrated hydrochloric acid (30 ml) was stirred under reflux for a day. The concentrated hydrochloric acid was distilled off under reduced pressure. Water was added to the residue and extraction with ethyl acetate was conducted. The extract was washed with water and then the solvent was distilled off under reduced pressure to give (R)-2-ethyl-4-(2-propyl)-3-oxo-3,4-dihydro-2H-1,4-benzoxazi... The reactants are CC(C)(C)[O-], CN1CCCC1=O, Fc1cc(Cl)cc2cccnc12, [Na+], O, CC(C)(C)OC(=O)N1CCC(O)CC1. Product: CC(C)(C)OC(=O)N1CCC(Oc2cc(Cl)cc3cccnc23)CC1. As a reaction SMILES: [CH3:27][C:28]([CH3:29])([O-:30])[CH3:31].[CH3:34][N:35]1[CH2:36][CH2:37][CH2:38][C:39]1=[O:40].[Cl:1][c:2]1[cH:3][c:4]2[cH:5][cH:6][cH:7][n:8][c:9]2[c:10]([F:12])[cH:11]1.[Na+:32].[OH2:33].[OH:13][CH:14]1[CH2:15][CH2:16][N:17]([C:20](=[O:21])[O:22][C:23]([CH3:24])([CH3:25])[CH3:26])[CH2:18][CH2:19]1>>[Cl:1][c:2]1[cH:3][c:4]2[cH:5][cH:6][cH:7][n:8][c:9]2[c:10]([O:13][CH:14]2[CH2:15][CH2:16][N:17]([C:20](=[O:21])[O:22][C:23]([CH3:24])([CH3:25])[CH3:26])[CH2:18][CH2:19]2)[cH:11]1. Reactants: BrCCBr (1,2-Dibromoethane), [N+](=O)([O-])C1=CC=C(C=C1)O (4-nitrophenol), [OH-].[Na+] (sodium hydroxide). Run in C(C)O (ethyl alcohol). The product is [N+](=O)([O-])C1=CC=C(OCCBr)C=C1 (1-(4-nitrophenoxy) -2-bromoethane). Yield: 50.8%. RXN SMILES: [Br:1][CH2:2][CH2:3]Br.[N+:5]([C:8]1[CH:13]=[CH:12][C:11]([OH:14])=[CH:10][CH:9]=1)([O-:7])=[O:6].[OH-].[Na+]>C(O)C>[N+:5]([C:8]1[CH:13]=[CH:12][C:11]([O:14][CH2:3][CH2:2][Br:1])=[CH:10][CH:9]=1)([O-:7])=[O:6] |f:2.3|. Reported procedure: 1,2-Dibromoethane (24.4 g, 0.13 mol) and 4-nitrophenol (6 g, 0.044 mol) were dissolved in ethyl alcohol (60 ml) and sodium hydroxide (2 g) was added to the solution. The reaction mixture was refluxed for 24 h and thereafter concentrated under vacuum, followed by column chromatography using a 3:1 solvent system of n-hexane and ethyl acetate as an eluent to yield the end compound 1-(4-nitrophenoxy) -2-bromoethane (5.5 g). Procedure: Prepared in a similar fashion as described for Example 413 using 3,5-dichloro-1-[(1R)-1-cyclopropylpropyl]-2(1H)-pyrazinone and 7-bromo-5-methoxyindoline hydrochloride as the starting materials. mp 138–140° C.; 1H NMR (300 MHz, CDCl3): δ 6.94 (s, 1 H), 6.89 (d, J=2.2 Hz, 1 H), 6.75 (d, J=2.5 Hz, 1 H), 4.34–4.24 (m, 2 H), 4.10–4.01 (m, 1 H), 3.76 (s, 3 H), 3.09 (t, J=7.9 Hz, 2 H), 1.91–1.74 (m, 2 H), 1.06–0.98 (m, 1 H), 0.95–0.86 (m, 3 H), 0.79–0.72 (m, 1 H), 0.53–0.44 (m, 2 H), 0.35–0.24 (m, 1 H... RXN SMILES: Cl[C:2]1[C:3](=[O:15])[N:4]([C@@H:9]([CH:12]2[CH2:14][CH2:13]2)[CH2:10][CH3:11])[CH:5]=[C:6]([Cl:8])[N:7]=1.Cl.[Br:17][C:18]1[CH:19]=[C:20]([O:27][CH3:28])[CH:21]=[C:22]2[C:26]=1[NH:25][CH2:24][CH2:23]2>>[Br:17][C:18]1[CH:19]=[C:20]([O:27][CH3:28])[CH:21]=[C:22]2[C:26]=1[N:25]([C:2]1[C:3](=[O:15])[N:4]([C@@H:9]([CH:12]3[CH2:14][CH2:13]3)[CH2:10][CH3:11])[CH:5]=[C:6]([Cl:8])[N:7]=1)[CH2:24][CH2:23]2 |f:1.2|. Yields the product BrC=1C=C(C=C2CCN(C12)C=1C(N(C=C(N1)Cl)[C@H](CC)C1CC1)=O)OC (3-(7-Bromo-5-methoxy-2,3-dihydro-1H-indol-1-yl)-5-chloro-1-[(1R)-1-cyclopropylpropyl]-2(1H)-pyrazinone). The reactants are ClC=1C(N(C=C(N1)Cl)[C@H](CC)C1CC1)=O (3,5-dichloro-1-[(1R)-1-cyclopropylpropyl]-2(1H)-pyrazinone), Cl.BrC=1C=C(C=C2CCNC12)OC (7-bromo-5-methoxyindoline hydrochloride). Starting materials: [Al+3], CC(=O)Cl, [Cl-], [Cl-], [Cl-], ClCCCl, Cl, c1ccc2c(c1)Cc1ccccc1O2. Product: CC(=O)c1ccc2c(c1)Cc1ccccc1O2. RXN SMILES: [Al+3:6].[CH3:1][C:2]([Cl:3])=[O:4].[Cl-:5].[Cl-:7].[Cl-:8].[Cl:24][CH2:25][CH2:26][Cl:27].[ClH:23].[cH:9]1[cH:10][cH:11][cH:12][c:13]2[c:22]1[CH2:21][c:20]1[c:15]([cH:16][cH:17][cH:18][cH:19]1)[O:14]2>>[CH3:1][C:2](=[O:4])[c:10]1[cH:9][c:22]2[c:13]([cH:12][cH:11]1)[O:14][c:15]1[cH:16][cH:17][cH:18][cH:19][c:20]1[CH2:21]2. The reactants are C1(C=2C(C(N1[C@H]1[C@@H]3N(C(C(S3=O)(C)C)C(=O)OCC3=CC=C(C=C3)[N+](=O)[O-])C1=O)=O)=CC=CC2)=O (p-nitrobenzyl 6β-phthalimido-2,2-dimethylpenam-3-carboxylate-1-oxide), ClN1C(CCC1=O)=O (N-chlorosuccinimide). Run in ClCCCl (1,2-dichloroethane). The product is CC(C(C(=O)OCC1=CC=C(C=C1)[N+](=O)[O-])N1C(C(C1=O)N1C(C=2C(C1=O)=CC=CC2)=O)S(=O)Cl)=C (p-Nitrobenzyl 3-Methyl-2-(2-chlorosulfinyl-4-oxo-3-phthalimido-1-azetidinyl)-3-butenoate). RXN SMILES: [C:1]1(=[O:35])[N:5]([C@@H:6]2[C:28](=[O:29])[N:8]3[CH:9]([C:15]([O:17][CH2:18][C:19]4[CH:24]=[CH:23][C:22]([N+:25]([O-:27])=[O:26])=[CH:21][CH:20]=4)=[O:16])[C:10]([CH3:14])([CH3:13])[S:11](=[O:12])[C@H:7]23)[C:4](=[O:30])[C:3]2=[CH:31][CH:32]=[CH:33][CH:34]=[C:2]12.[Cl:36]N1C(=O)CCC1=O>ClCCCl>[CH3:13][C:10](=[CH2:14])[CH:9]([N:8]1[C:28](=[O:29])[CH:6]([N:5]2[C:4](=[O:30])[C:3]3=[CH:31][CH:32]=[CH:33][CH:34]=[C:2]3[C:1]2=[O:35])[CH:7]1[S:11]([Cl:36])=[O:12])[C:15]([O:17][CH2:18][C:19]1[CH:24]=[CH:23][C:22]([N+:25]([O-:27])=[O:26])=[CH:21][CH:20]=1)=[O:16]. Procedure: A solution of 49.7 g. (0.1 mol) p-nitrobenzyl 6β-phthalimido-2,2-dimethylpenam-3-carboxylate-1-oxide and 13.4 g. (0.1 mol.) of N-chlorosuccinimide in 1.5 L. of 1,2-dichloroethane was refluxed for 70 minutes. The mixture was cooled, washed with water and brine, and then dried over MgSO4. The solvent then was evaporated, and the residue was dried in vacuo for 3 hours to obtain 52.0 g. of the title compound. Procedure details: The title compound was prepared from 1-(1-benzyl-2-isopropyl-1H-indol-3-yl)ethanone (Compound 42) and benzaldehyde by General Procedure G. As a reaction SMILES: [CH2:1]([N:8]1[C:16]2[C:11](=[CH:12][CH:13]=[CH:14][CH:15]=2)[C:10]([C:17](=[O:19])[CH3:18])=[C:9]1[CH:20]([CH3:22])[CH3:21])[C:2]1[CH:7]=[CH:6][CH:5]=[CH:4][CH:3]=1.[CH:23](=O)[C:24]1[CH:29]=[CH:28][CH:27]=[CH:26][CH:25]=1>>[CH2:1]([N:8]1[C:16]2[C:11](=[CH:12][CH:13]=[CH:14][CH:15]=2)[C:10]([C:17](=[O:19])/[CH:18]=[CH:23]/[C:24]2[CH:29]=[CH:28][CH:27]=[CH:26][CH:25]=2)=[C:9]1[CH:20]([CH3:22])[CH3:21])[C:2]1[CH:3]=[CH:4][CH:5]=[CH:6][CH:7]=1. The product is C(C1=CC=CC=C1)N1C(=C(C2=CC=CC=C12)C(\C=C\C1=CC=CC=C1)=O)C(C)C ((E)-1-(1-Benzyl-2-isopropyl-1H-indol-3-yl)-3-phenylprop-2-en-1-one). Reactants: C(C1=CC=CC=C1)N1C(=C(C2=CC=CC=C12)C(C)=O)C(C)C (1-(1-benzyl-2-isopropyl-1H-indol-3-yl)ethanone), C(C1=CC=CC=C1)N1C(=C(C2=CC=CC=C12)C(C)=O)C(C)C (1-(1-benzyl-2-isopropyl-1H-indol-3-yl)ethanone), C(C1=CC=CC=C1)=O (benzaldehyde).